The task is: describe an organic reaction: reactants, conditions, products, and yield. This data is from the Open Reaction Database (ORD), a public repository of structured organic reaction records. The reactants are BrC1=CC=2C3=C(C=NC2C=C1)N(C(N3C=3C(=NN(C3)C)C)=O)C (8-bromo-1-(1,3-dimethyl-1H-pyrazol-4-yl)-3-methyl-1,3-dihydro-imidazo[4,5-c]quinolin-2-one), BrC1=CC=2C3=C(C=NC2C=C1)N(C(N3C=3C(=NN(C3)C)C)=O)C (8-bromo-1-(1,3-dimethyl-1H-pyrazol-4-yl)-3-methyl-1,3-dihydro-imidazo[4,5-c]quinolin-2-one), CC1(OB(OC1(C)C)C=1C=C2C(=NC1)C=CN2)C (6-(4,4,5,5-tetramethyl-[1,3,2]dioxaborolan-2-yl)-1H-pyrrolo[3,2-b]pyridine). The product is CN1N=C(C(=C1)N1C(N(C=2C=NC=3C=CC(=CC3C21)C=2C=C1C(=NC2)C=CN1)C)=O)C (1-(1,3-Dimethyl-1H-pyrazol-4-yl)-3-methyl-8-(1H-pyrrolo[3,2-b]pyridin-6-yl)-1,3-dihydro-imidazo[4,5-c]quinolin-2-one). As a reaction SMILES: Br[C:2]1[CH:11]=[CH:10][C:9]2[N:8]=[CH:7][C:6]3[N:12]([CH3:23])[C:13](=[O:22])[N:14]([C:15]4[C:16]([CH3:21])=[N:17][N:18]([CH3:20])[CH:19]=4)[C:5]=3[C:4]=2[CH:3]=1.CC1(C)C(C)(C)OB([C:32]2[CH:33]=[C:34]3[NH:40][CH:39]=[CH:38][C:35]3=[N:36][CH:37]=2)O1>>[CH3:20][N:18]1[CH:19]=[C:15]([N:14]2[C:5]3[C:4]4[CH:3]=[C:2]([C:32]5[CH:33]=[C:34]6[NH:40][CH:39]=[CH:38][C:35]6=[N:36][CH:37]=5)[CH:11]=[CH:10][C:9]=4[N:8]=[CH:7][C:6]=3[N:12]([CH3:23])[C:13]2=[O:22])[C:16]([CH3:21])=[N:17]1. Procedure details: The title compound was synthesized in a similar manner as described for Example 1.1 using 8-bromo-1-(1,3-dimethyl-1H-pyrazol-4-yl)-3-methyl-1,3-dihydro-imidazo[4,5-c]quinolin-2-one (Intermediate A) and 6-(4,4,5,5-tetramethyl-[1,3,2]dioxaborolan-2-yl)-1H-pyrrolo[3,2-b]pyridine (PepTech, Burlington, USA) to give the title compound as a white solid. (HPLC: tR 2.03 min (Method A); M+H=410 MS-ES; 1H-NMR (d6-DMSO, 400 MHz) 11.52 (s, 1H), 8.96 (s, 1H), 8.43-8.41 (m, 1H), 8.18-8.16 (m, 1H), 8.13-8.10 (m...